From a dataset of the Open Reaction Database (ORD), a public repository of structured organic reaction records. describe an organic reaction: reactants, conditions, products, and yield Reactants: BrC=1C=CC(=C(CN(CC)C2=NC=C(C=C2)C#N)C1)OCC(=C)C (2-[N-(5-Bromo-2-(2-methylprop-2-en-1-yloxy)benzyl)-N-ethylamino]-5-cyanopyridine), [N-]=[N+]=[N-].[Na+] (sodium azide), ice water, [Cl-].C(C)[NH+](CC)CC (triethylammonium chloride). Solvent: CN1C(CCC1)=O (N-methylpyrrolidone). Conditions: temperature 120 celsius, time 7 hour. Yields the product BrC=1C=CC(=C(CN(CC)C2=NC=C(C=C2)C2=NN=NN2)C1)OCC(=C)C (5-[2-(N-(5-Bromo-2-(2-methylprop-2-en-1-yloxy)benzyl)-N-ethylamino)-5-pyridyl]-tetrazole). The yield is 30.1%. Reaction SMILES: [Br:1][C:2]1[CH:3]=[CH:4][C:5]([O:20][CH2:21][C:22]([CH3:24])=[CH2:23])=[C:6]([CH:19]=1)[CH2:7][N:8]([C:11]1[CH:16]=[CH:15][C:14]([C:17]#[N:18])=[CH:13][N:12]=1)[CH2:9][CH3:10].[N-:25]=[N+:26]=[N-:27].[Na+].[Cl-].C([NH+](CC)CC)C>CN1CCCC1=O>[Br:1][C:2]1[CH:3]=[CH:4][C:5]([O:20][CH2:21][C:22]([CH3:24])=[CH2:23])=[C:6]([CH:19]=1)[CH2:7][N:8]([C:11]1[CH:16]=[CH:15][C:14]([C:17]2[NH:27][N:26]=[N:25][N:18]=2)=[CH:13][N:12]=1)[CH2:9][CH3:10] |f:1.2,3.4|. Procedure details: 2-[N-(5-Bromo-2-(2-methylprop-2-en-1-yloxy)benzyl)-N-ethylamino]-5-cyanopyridine (reference example 8) (0.45 g, 1.16 mmol) in N-methylpyrrolidone (12 ml) was treated with sodium azide (228 mg, 3.5 mmol) followed by triethylammonium chloride (251 mg, 1.8 mmol) and heated with stirring at 120° C. (oil bath) for 7 hours under an argon balloon. The resultant red solution was poured into ice/water (30 ml), acidified and extracted twice with ethyl acetate (total 50 ml). The combined organic extracts w...